From a dataset of the Open Reaction Database (ORD), a public repository of structured organic reaction records. describe an organic reaction: reactants, conditions, products, and yield The reactants are [N+](=O)([O-])C=1C=CC2=C(C(=NS2)N)C1 (5-nitrobenzo[d]isothiazol-3-ylamine), N(=C=O)CCCCCC (1-isocyanatohexane), N(=C=O)CCCCCC (1-isocyanatohexane). Solvent: C1CCOC1 (THF). Reaction conditions: temperature 70 celsius, time 2 hour. Product: C(CCCCC)NC(=O)NC1=NSC2=C1C=C(C=C2)[N+](=O)[O-] (1-Hexyl-3-(5-nitrobenzo[d]isothiazol-3-yl)urea). Reaction SMILES: [N+:1]([C:4]1[CH:5]=[CH:6][C:7]2[S:11][N:10]=[C:9]([NH2:12])[C:8]=2[CH:13]=1)([O-:3])=[O:2].[N:14]([CH2:17][CH2:18][CH2:19][CH2:20][CH2:21][CH3:22])=[C:15]=[O:16]>C1COCC1>[CH2:17]([NH:14][C:15]([NH:12][C:9]1[C:8]2[CH:13]=[C:4]([N+:1]([O-:3])=[O:2])[CH:5]=[CH:6][C:7]=2[S:11][N:10]=1)=[O:16])[CH2:18][CH2:19][CH2:20][CH2:21][CH3:22]. Reported procedure: 100 mg (0.513 mmol) of 5-nitrobenzo[d]isothiazol-3-ylamine were suspended in 5 ml of THF. Addition of 78.1 mg (0.61 mmol) of 1-isocyanatohexane was followed by stirring at RT for 2 h and at 70° C. for 2 h. Then a further 0.3 mmol of 1-isocyanatohexane was added, and stirring was continued at 70° C. for 6 h. The reaction mixture was concentrated, and the residue was dissolved in water and extracted with ethyl acetate. The organic phase was concentrated and purified by preparative HPLC (PR18, acet... The reactants are C(CC)C(C=C(C#N)C=1N=NN(N1)C(C1=CC=CC=C1)(C1=CC=CC=C1)C1=CC=CC=C1)CCC (4-propyl-2-(2-trityl-2H-tetrazol-5-yl)-hept-2-enenitrile), CO (MeOH), Cl (HCl). Reagents/catalysts: O=[Pt]=O (PtO2). Solvent: C1CCOC1 (THF). Conditions: time 30 hour. Product: C(CC)C(CC(CN)C1=NN=NN1)CCC (4-propyl-2-(1H-tetrazol-5-yl)-heptylamine). Isolated yield 51.2%. RXN SMILES: [CH2:1]([CH:4]([CH2:33][CH2:34][CH3:35])[CH:5]=[C:6]([C:9]1[N:10]=[N:11][N:12](C(C2C=CC=CC=2)(C2C=CC=CC=2)C2C=CC=CC=2)[N:13]=1)[C:7]#[N:8])[CH2:2][CH3:3].CO.Cl>O=[Pt]=O.C1COCC1>[CH2:33]([CH:4]([CH2:1][CH2:2][CH3:3])[CH2:5][CH:6]([C:9]1[NH:13][N:12]=[N:11][N:10]=1)[CH2:7][NH2:8])[CH2:34][CH3:35]. Procedure details: To a solution of 4-propyl-2-(2-trityl-2H-tetrazol-5-yl)-hept-2-enenitrile (1.60 g, 3.47 mmol) in 50 mL 1:1 MeOH:THF was added PtO2 (0.1 g), concentrated HCl (1.09 g), and the mixture was hydrogenated in a Parr shaker at 48 psi for 30 h. The mixture was filtered and concentrated. Flash chromatography of the residue on silica gel (0.25:1.25:3.5 conc. NH4OH (aq):MeOH:CH2Cl2), followed by a second column using the same conditions, provided 0.40 g (51%) of 4-propyl-2-(1H-tetrazol-5-yl)-heptylamine as...